The task is: describe an organic reaction: reactants, conditions, products, and yield. This data is from the Open Reaction Database (ORD), a public repository of structured organic reaction records. Run at time 2 hour. Reaction SMILES: [CH3:1][O:2][C:3]1[CH:21]=[CH:20][CH:19]=[CH:18][C:4]=1[C:5]([NH:7][S:8]([C:11]1[CH:16]=[CH:15][C:14]([NH2:17])=[CH:13][CH:12]=1)(=[O:10])=[O:9])=[O:6].N1C=CC=CC=1.[CH:28]1([C:33](Cl)=[O:34])[CH2:32][CH2:31][CH2:30][CH2:29]1.O>O1CCOCC1>[CH3:1][O:2][C:3]1[CH:21]=[CH:20][CH:19]=[CH:18][C:4]=1[C:5]([NH:7][S:8]([C:11]1[CH:16]=[CH:15][C:14]([NH:17][C:33]([CH:28]2[CH2:32][CH2:31][CH2:30][CH2:29]2)=[O:34])=[CH:13][CH:12]=1)(=[O:10])=[O:9])=[O:6]. The product is COC1=C(C(=O)NS(=O)(=O)C2=CC=C(C=C2)NC(=O)C2CCCC2)C=CC=C1 (N—[4-(2-methoxy-benzoylsulfamoyl)phenyl]cyclopentanecarboxamide). Procedure details: 2.8 g (9 mmol) of 2-methoxy-N-(4-aminophenylsulfonyl)benzamide are suspended in 100 ml of dioxane, 0.72 g (9 mmol) of pyridine and 1.21 g (9 mmol) of cyclopentan-ecarbonyl chloride are added at 0° C., and the mixture is stirred for 2 hours at this temperature. The reaction mixture is subsequently transferred into water, and the resulting precipitate is filtered off with suction. After drying, 2.68 g (73%) of N—[4-(2-methoxy-benzoylsulfamoyl)phenyl]cyclopentanecarboxamide of melting point 202-206... Yield: 74.0%. The solvent is O1CCOCC1 (dioxane). Reactants: COC1=C(C(=O)NS(=O)(=O)C2=CC=C(C=C2)N)C=CC=C1 (2-methoxy-N-(4-aminophenylsulfonyl)benzamide), O (water), N1=CC=CC=C1 (pyridine), C1(CCCC1)C(=O)Cl (cyclopentan-ecarbonyl chloride). The reactants are CCOC(C)=O, CCOC(=O)C(CC1CCCCC1)C(=O)O, O=C(Cl)C(=O)Cl, CN(C)C=O. Yields the product CCOC(=O)C(CC1CCCCC1)C(=O)Cl. Reaction SMILES: [CH3:28][CH2:29][O:30][C:31](=[O:32])[CH3:33].[CH:1]1([CH2:7][CH:8]([C:9](=[O:10])[OH:11])[C:12](=[O:13])[O:14][CH2:15][CH3:16])[CH2:2][CH2:3][CH2:4][CH2:5][CH2:6]1.[Cl:22][C:23]([C:24]([Cl:25])=[O:26])=[O:27].[O:17]=[CH:18][N:19]([CH3:20])[CH3:21]>>[CH:1]1([CH2:7][CH:8]([C:9](=[O:10])[Cl:22])[C:12](=[O:13])[O:14][CH2:15][CH3:16])[CH2:2][CH2:3][CH2:4][CH2:5][CH2:6]1.